Dataset: the Open Reaction Database (ORD), a public repository of structured organic reaction records. Task: describe an organic reaction: reactants, conditions, products, and yield Reactants: CCOC(=O)C(C)P(=O)(OCC)OCC (triethyl 2-phosphonopropionate), CC(C)([O-])C.[K+] (potassium tert-butoxide), O1CC(C1)=O (oxetan-3-one). The solvent is C1CCOC1 (THF). Run at time 1 hour. Yields the product O1CC(C1)=C(C(=O)OCC)C (Ethyl 2-(oxetan-3-ylidene)propanoate). Yield: 31.2%. As a reaction SMILES: [CH3:1][CH2:2][O:3][C:4]([CH:6](P(OCC)(OCC)=O)[CH3:7])=[O:5].CC(C)([O-])C.[K+].[O:22]1[CH2:25][C:24](=O)[CH2:23]1>C1COCC1>[O:22]1[CH2:25][C:24](=[C:6]([CH3:7])[C:4]([O:3][CH2:2][CH3:1])=[O:5])[CH2:23]1 |f:1.2|. Procedure details: To a solution of triethyl 2-phosphonopropionate (800 mg, 3.4 mmol) in anhydrous THF (3 mL) was added potassium tert-butoxide (340 mg, 3.1 mmol). The reaction was stirred for 1 h at RT then oxetan-3-one (CAS-RN 6704-31-0, available from commercial suppliers, 220 mg, 3.1 mmol) was added in a single portion. The reaction was heated at reflux for 20 h then cooled to RT and adsorbed onto silica gel. Purification by automated column chromatography (Biotage SP4) on silica gel (12 g Grace cartridges) el... Reactants: ClCC1=CC=CC2=CC=CC=C12 (1-(Chloromethyl)naphthalene), C([O-])([O-])=O.[K+].[K+] (potassium carbonate), [I-].[Na+] (sodium iodide), C1(=CC=CC=C1)N1CNC(C12CCNCC2)=O (1-Phenyl-1,3,8-triaza-spiro[4.5]decan-4-one). The solvent is CC(CC)=O (2-butanone). Yields the product C1(=CC=CC2=CC=CC=C12)CN1CCC2(C(NCN2C2=CC=CC=C2)=O)CC1 (8-Naphthalen-1-ylmethyl-1-phenyl-1,3,8-triaza-spiro[4.5]decan-4-one). Isolated yield 67.7%. As a reaction SMILES: [C:1]1([N:7]2[C:11]3([CH2:16][CH2:15][NH:14][CH2:13][CH2:12]3)[C:10](=[O:17])[NH:9][CH2:8]2)[CH:6]=[CH:5][CH:4]=[CH:3][CH:2]=1.Cl[CH2:19][C:20]1[C:29]2[C:24](=[CH:25][CH:26]=[CH:27][CH:28]=2)[CH:23]=[CH:22][CH:21]=1.C(=O)([O-])[O-].[K+].[K+].[I-].[Na+]>CC(=O)CC>[C:20]1([CH2:19][N:14]2[CH2:13][CH2:12][C:11]3([N:7]([C:1]4[CH:2]=[CH:3][CH:4]=[CH:5][CH:6]=4)[CH2:8][NH:9][C:10]3=[O:17])[CH2:16][CH2:15]2)[C:29]2[C:24](=[CH:25][CH:26]=[CH:27][CH:28]=2)[CH:23]=[CH:22][CH:21]=1 |f:2.3.4,5.6|. Reported procedure: 1-Phenyl-1,3,8-triaza-spiro[4.5]decan-4-one (185.04 g, 0.76 mol) was suspended in 2-butanone (3600 ml). 1-(Chloromethyl)naphthalene (169.21 g, 0.91 mol), dry potassium carbonate (345.42 g, 2.50 mol) and sodium iodide (113.91 g, 0.76 mol) were added and the mixture was heated at reflux temperature for 24 h. The solvent was evaporated in vacuo and the remainder was distributed between water (2000 ml) and diethyl ether (2000 ml). The formed precipitate was collected by filtration, washed successive... The reactants are C(C)(C)(C)OC(=O)N1CCC(CC1)N1CC(NCC1)=O (4-(3-Oxo-piperazin-1-yl)-piperidine-1-carboxylic acid tert-butyl ester), Cl (hydrochloric acid). Run in CO (methanol). Conditions: temperature 50 celsius, time 2 hour. The product is Cl.O=C1CN(CCN1)C1CCNCC1 (4-(3-oxo-piperazin-1-yl)-piperidine hydrochloride). RXN SMILES: C(OC([N:8]1[CH2:13][CH2:12][CH:11]([N:14]2[CH2:19][CH2:18][NH:17][C:16](=[O:20])[CH2:15]2)[CH2:10][CH2:9]1)=O)(C)(C)C.[ClH:21]>CO>[ClH:21].[O:20]=[C:16]1[NH:17][CH2:18][CH2:19][N:14]([CH:11]2[CH2:12][CH2:13][NH:8][CH2:9][CH2:10]2)[CH2:15]1 |f:3.4|. Procedure details: 4-(3-Oxo-piperazin-1-yl)-piperidine-1-carboxylic acid tert-butyl ester (660 mg) was dissolved in methanol (5 mL) and 1 N hydrochloric acid (10 mL) was added. The mixture was stirred at 50° C. for 2 h. After removal of all solvents, acetonitrile (2×10 mL) was added and removed twice. The residue was then lyophilized to give 4-(3-oxo-piperazin-1-yl)-piperidine hydrochloride (665.8 mg).